From a dataset of the Open Reaction Database (ORD), a public repository of structured organic reaction records. describe an organic reaction: reactants, conditions, products, and yield The reactants are CN1CCC(C2=CC=CC=C12)C1=CC=C(OC(CBr)(C)C)C=C1 (2-[4-(1-methyl-1,2,3,4-tetrahydro-4-quinolyl)-phenoxy]-2-methyl-propyl bromide), C(C)(=O)[O-].[K+] (potassium acetate). Solvent: CN(C)C=O (DMF). Reaction conditions: temperature 60 celsius, time 3 hour. Product: C(C)(=O)OCC(C)(C)OC1=CC=C(C=C1)C1CCN(C2=CC=CC=C12)C (2-[4-(1-methyl-1,2,3,4-tetrahydro-4-quinolyl)-phenoxy]-2-methyl-propyl acetate). As a reaction SMILES: [CH3:1][N:2]1[C:11]2[C:6](=[CH:7][CH:8]=[CH:9][CH:10]=2)[CH:5]([C:12]2[CH:23]=[CH:22][C:15]([O:16][C:17]([CH3:21])([CH3:20])[CH2:18]Br)=[CH:14][CH:13]=2)[CH2:4][CH2:3]1.[C:24]([O-:27])(=[O:26])[CH3:25].[K+]>CN(C=O)C>[C:24]([O:27][CH2:18][C:17]([O:16][C:15]1[CH:22]=[CH:23][C:12]([CH:5]2[C:6]3[C:11](=[CH:10][CH:9]=[CH:8][CH:7]=3)[N:2]([CH3:1])[CH2:3][CH2:4]2)=[CH:13][CH:14]=1)([CH3:21])[CH3:20])(=[O:26])[CH3:25] |f:1.2|. Procedure: 3 g. of 2-[4-(1-methyl-1,2,3,4-tetrahydro-4-quinolyl)-phenoxy]-2-methyl-propyl bromide are dissolved in 20 ml. of DMF, 3 g. of anhydrous potassium acetate are added and the mixture is stirred for 3 hours at 60° C. Working up in the usual manner gives 2-[4-(1-methyl-1,2,3,4-tetrahydro-4-quinolyl)-phenoxy]-2-methyl-propyl acetate. The reactants are ClB(Cl)Cl, C=CCOc1cccc(-c2csc3[nH]c(=O)c(C#N)c(O)c23)c1, ClCCl. Yields the product N#Cc1c(O)c2c(-c3cccc(O)c3)csc2[nH]c1=O. Reaction SMILES: [B:1]([Cl:2])([Cl:3])[Cl:4].[CH2:5]([CH:6]=[CH2:7])[O:8][c:9]1[cH:10][c:11](-[c:15]2[cH:16][s:17][c:18]3[nH:19][c:20](=[O:27])[c:21]([C:25]#[N:26])[c:22]([OH:24])[c:23]23)[cH:12][cH:13][cH:14]1.[Cl:28][CH2:29][Cl:30]>>[OH:8][c:9]1[cH:10][c:11](-[c:15]2[cH:16][s:17][c:18]3[nH:19][c:20](=[O:27])[c:21]([C:25]#[N:26])[c:22]([OH:24])[c:23]23)[cH:12][cH:13][cH:14]1. Starting materials: CC(C)(C)OC(=O)NC(CNC(=O)OCC1c2ccccc2-c2ccccc21)C(=O)O, ClCCl, O=C(O)C(F)(F)F. Yields the product NC(CNC(=O)OCC1c2ccccc2-c2ccccc21)C(=O)O. As a reaction SMILES: [CH3:1][C:2]([CH3:3])([O:4][C:5](=[O:6])[NH:7][CH:8]([CH2:9][NH:10][C:11](=[O:12])[O:13][CH2:14][CH:15]1[c:16]2[cH:17][cH:18][cH:19][cH:20][c:21]2-[c:22]2[cH:23][cH:24][cH:25][cH:26][c:27]21)[C:28](=[O:29])[OH:30])[CH3:31].[Cl:32][CH2:33][Cl:34].[F:35][C:36]([F:37])([F:38])[C:39]([OH:40])=[O:41]>>[NH2:7][CH:8]([CH2:9][NH:10][C:11](=[O:12])[O:13][CH2:14][CH:15]1[c:16]2[cH:17][cH:18][cH:19][cH:20][c:21]2-[c:22]2[cH:23][cH:24][cH:25][cH:26][c:27]21)[C:28](=[O:29])[OH:30]. Reaction SMILES: [CH2:1]([O:8][C:9]([NH:11][CH2:12][C:13]([N:15]([CH2:24][CH:25](OC)OC)[CH2:16][C:17]1[CH:22]=[CH:21][C:20]([F:23])=[CH:19][CH:18]=1)=[O:14])=[O:10])[C:2]1[CH:7]=[CH:6][CH:5]=[CH:4][CH:3]=1.O.C1(C)C=CC(S(O)(=O)=O)=CC=1.C1(C)C(S(O)(=O)=O)=CC=CC=1>C1(C)C=CC=CC=1>[CH2:1]([O:8][C:9]([N:11]1[CH:25]=[CH:24][N:15]([CH2:16][C:17]2[CH:18]=[CH:19][C:20]([F:23])=[CH:21][CH:22]=2)[C:13](=[O:14])[CH2:12]1)=[O:10])[C:2]1[CH:3]=[CH:4][CH:5]=[CH:6][CH:7]=1 |f:1.2|. Yields the product C(C1=CC=CC=C1)OC(=O)N1CC(N(C=C1)CC1=CC=C(C=C1)F)=O (4-Benzyloxycarbonyl-1-(4-fluorobenzyl)-3,4-dihydropyrazin-2(1H)-one). Starting materials: C(C1=CC=CC=C1)OC(=O)NCC(=O)N(CC1=CC=C(C=C1)F)CC(OC)OC (N2-benzyloxycarbonyl-N1-(2,2-dimethoxyethyl)-N1-(4-fluorobenzyl)glycinamide), O.C1(=CC=C(C=C1)S(=O)(=O)O)C (p-toluenesulfonic acid monohydrate), C=1(C(=CC=CC1)S(=O)(=O)O)C (toluenesulfonic acid). Reported procedure: A solution of N2-benzyloxycarbonyl-N1-(2,2-dimethoxyethyl)-N1-(4-fluorobenzyl)glycinamide (61.5 g, 152 mmol) and p-toluenesulfonic acid monohydrate (3 g) in toluene (450 mL) was stirred at 75° C. for 5 days. Each day an additional 3 g of toluenesulfonic acid was added. The resultant reaction mixture was cooled to room temperature and filtered through a pad of Celite. The filtrate was concentrated under vacuum, and the residue dissolved in dichloromethane. The organic solution was washed successi... Solvent: C1(=CC=CC=C1)C (toluene). The reactants are C=CCCCC(=O)OC, CC(=O)[O-], CC(=O)[O-], C1COCCO1, CCN(CC)C(C)C, Cl, O=C(O)c1conc1-c1ccc(I)cc1, [Pd+2], Cc1ccccc1P(c1ccccc1C)c1ccccc1C. Yields the product COC(=O)CCCC=Cc1ccc(-c2nocc2C(=O)O)cc1. RXN SMILES: [C:16]([CH2:17][CH2:18][CH2:19][CH:20]=[CH2:21])(=[O:22])[O:23][CH3:24].[C:62]([O-:63])(=[O:64])[CH3:65].[C:67]([O-:68])(=[O:69])[CH3:70].[CH2:48]1[O:49][CH2:50][CH2:51][O:52][CH2:53]1.[CH2:54]([N:55]([CH2:56][CH3:57])[CH:58]([CH3:59])[CH3:60])[CH3:61].[ClH:47].[I:1][c:2]1[cH:3][cH:4][c:5](-[c:8]2[n:9][o:10][cH:11][c:12]2[C:13](=[O:14])[OH:15])[cH:6][cH:7]1.[Pd+2:66].[c:25]1([CH3:26])[cH:27][cH:28][cH:29][cH:30][c:31]1[P:32]([c:33]1[cH:34][cH:35][cH:36][cH:37][c:38]1[CH3:39])[c:40]1[cH:41][cH:42][cH:43][cH:44][c:45]1[CH3:46]>>[c:2]1([CH:21]=[CH:20][CH2:19][CH2:18][CH2:17][C:16](=[O:22])[O:23][CH3:24])[cH:3][cH:4][c:5](-[c:8]2[n:9][o:10][cH:11][c:12]2[C:13](=[O:14])[OH:15])[cH:6][cH:7]1. Reactants: C(/C1=CC=CC=C1)=N\CC1CC=CCC1 ((E)-N-benzylidene-1-(cyclohex-3-en-1-yl)methanamine), C1(CC=CCC1)C=O (cyclohex-3-enecarbaldehyde), C(C1=CC=CC=C1)N (benzylamine). Yields the product C1(CC=CCC1)\C=N\CC1=CC=CC=C1 ((E)-N-(cyclohex-3-en-1-ylmethylene)-1-phenylmethanamine). As a reaction SMILES: [CH:1](=[N:8]/[CH2:9][CH:10]1[CH2:15][CH2:14][CH:13]=[CH:12][CH2:11]1)\[C:2]1[CH:7]=[CH:6][CH:5]=[CH:4][CH:3]=1.C1(C=O)CCC=CC1.C(N)C1C=CC=CC=1>>[CH:10]1(/[CH:9]=[N:8]/[CH2:1][C:2]2[CH:3]=[CH:4][CH:5]=[CH:6][CH:7]=2)[CH2:15][CH2:14][CH:13]=[CH:12][CH2:11]1. Procedure: Kimpe et al., Tetrahedron, Vol. 53, No. 31, pg. 10803-10816 (1997) shows synthesis of (E)-N-benzylidene-1-(cyclohex-3-en-1-yl)methanamine by condensing cyclohex-3-enecarbaldehyde with benzylamine to give (E)-N-(cyclohex-3-en-1-ylmethylene)-1-phenylmethanamine, followed by an isomerization reaction using potassium tert-butoxide in THF. Resulting isomerized imine is useful as an intermediate for synthesis of agriculture compounds. Starting materials: O=C1CCc2cc(Br)ccc21, CCOC(C)=O, [N-]=[N+]=[N-], [Na+], O=S(=O)(O)O, c1ccccc1. Product: O=C1NCCc2cc(Br)ccc21. Reaction SMILES: [Br:1][c:2]1[cH:3][c:4]2[c:8]([cH:9][cH:10]1)[C:7](=[O:11])[CH2:6][CH2:5]2.[CH3:21][CH2:22][O:23][C:24](=[O:25])[CH3:26].[N-:18]=[N+:19]=[N-:20].[Na+:17].[S:12](=[O:13])(=[O:14])([OH:15])[OH:16].[cH:27]1[cH:28][cH:29][cH:30][cH:31][cH:32]1>>[Br:1][c:2]1[cH:3][c:4]2[c:8]([cH:9][cH:10]1)[C:7](=[O:11])[NH:18][CH2:6][CH2:5]2. Procedure: Reflux a mixture of 8.39 gm. (0.0253 mole) of 9-bromo-6,11-dihydro-3-isopropyl-11-oxodibenz[b,e]oxepin, 4.83 gm. (0.0539 mole) of cuprous cyanide and 30 ml. of dimethylformamide for 8 hours with vigorous stirring. Cool the reaction mixture and shake with a mixture of 36 ml. of chloroform, 25 ml. of saturated sodium cyanide solution and 25 ml. of water until all solids have dissolved. Separate the organic layer, wash with aqueous sodium cyanide solution and water and dry over anhydrous magnesium ... Run in O (water). Reaction SMILES: Br[C:2]1[CH:3]=[CH:4][C:5]2[CH2:11][O:10][C:9]3[CH:12]=[C:13]([CH:16]([CH3:18])[CH3:17])[CH:14]=[CH:15][C:8]=3[C:7](=[O:19])[C:6]=2[CH:20]=1.[CH3:21][N:22](C)C=O.C(Cl)(Cl)Cl.[C-]#N.[Na+]>O>[CH:16]([C:13]1[CH:14]=[CH:15][C:8]2[C:7](=[O:19])[C:6]3[CH:20]=[C:2]([C:21]#[N:22])[CH:3]=[CH:4][C:5]=3[CH2:11][O:10][C:9]=2[CH:12]=1)([CH3:18])[CH3:17] |f:3.4|. The reactants are BrC=1C=CC2=C(C(C3=C(OC2)C=C(C=C3)C(C)C)=O)C1 (9-bromo-6,11-dihydro-3-isopropyl-11-oxodibenz[b,e]oxepin), C(Cl)(Cl)Cl (chloroform), [C-]#N.[Na+] (sodium cyanide), cuprous cyanide, CN(C=O)C (dimethylformamide). Product: C(C)(C)C=1C=CC2=C(OCC3=C(C2=O)C=C(C=C3)C#N)C1 (6.11-Dihydro-3-isopropyl-11-oxodibenz[b,e]oxepin-9-carbonitrile). Starting materials: ice water, [H-].[Na+] (sodium hydride), COC(=O)C1=CC(C2=C3C=CC=NC3=C(C=C2N1)OC)=O (6-methoxy-1-oxo-1,4-dihydro-4,7-phenanthroline-3-carboxylic acid methyl ester), C(C)I (ethyl iodide). Run in CN(C=O)C (dimethylformamide). Conditions: time 30 minute. Product: COC(=O)C=1C=C(C2=C3C=CC=NC3=C(C=C2N1)OC)OCC (1-ethoxy-6-methoxy-4,7-phenanthroline-3-carboxylic acid methyl ester). Reaction SMILES: [H-].[Na+].[CH3:3][O:4][C:5]([C:7]1[NH:20][C:19]2[C:10](=[C:11]3[C:16](=[C:17]([O:21][CH3:22])[CH:18]=2)[N:15]=[CH:14][CH:13]=[CH:12]3)[C:9](=[O:23])[CH:8]=1)=[O:6].[CH2:24](I)[CH3:25]>CN(C)C=O>[CH3:3][O:4][C:5]([C:7]1[CH:8]=[C:9]([O:23][CH2:24][CH3:25])[C:10]2[C:19]([N:20]=1)=[CH:18][C:17]([O:21][CH3:22])=[C:16]1[C:11]=2[CH:12]=[CH:13][CH:14]=[N:15]1)=[O:6] |f:0.1|. Procedure: 1.2 g of sodium hydride (50% suspension in mineral oil) is added to a solution of 6.5 g of 6-methoxy-1-oxo-1,4-dihydro-4,7-phenanthroline-3-carboxylic acid methyl ester in 50 ml of absolute dimethylformamide, whilst stirring at 40° in an inert gas atmosphere. After 30 minutes the reaction mixture is allowed to cool to room temperature, 4.3 g of ethyl iodide are added in portions, the mixture is stirred for 6 hours, 200 ml of ice-water are added, the mixture is extracted by shaking with 50 ml of ... Reactants: Cl (hydrochloric acid), C1(CCCCN1)=O (δ-valerolactam), [H-].[Na+] (sodium hydride), ClCC1=CC=CC2=CC=CC=C12 (1-(chloromethyl)naphthalene). The reagents and catalysts are [I-].[Na+] (sodium iodide). Run in C1CCOC1 (THF), CN(C)C=O (DMF). Run at temperature 60 celsius, time 6 hour. Product: C1(=CC=CC2=CC=CC=C12)CN1C(CCCC1)=O (1-naphthalen-1-ylmethyl-piperidin-2-one). Isolated yield 100.4%. RXN SMILES: [C:1]1(=[O:7])[NH:6][CH2:5][CH2:4][CH2:3][CH2:2]1.[H-].[Na+].Cl[CH2:11][C:12]1[C:21]2[C:16](=[CH:17][CH:18]=[CH:19][CH:20]=2)[CH:15]=[CH:14][CH:13]=1.Cl>[I-].[Na+].C1COCC1.CN(C=O)C>[C:12]1([CH2:11][N:6]2[CH2:5][CH2:4][CH2:3][CH2:2][C:1]2=[O:7])[C:21]2[C:16](=[CH:17][CH:18]=[CH:19][CH:20]=2)[CH:15]=[CH:14][CH:13]=1 |f:1.2,5.6|. Procedure details: To a DMF (20 mL) solution of δ-valerolactam (1.0 g), sodium hydride (404 mg), 1-(chloromethyl)naphthalene (1.78 g) and sodium iodide (151 mg) were added one by one at 0° C., and the reaction solution was allowed to be warmed to 60° C., and was agitated for 6 hours. 2N hydrochloric acid and THF were added to the reaction solution, and the organic layer was partitioned. After the obtained organic layer was washed with a saturated saline solution, it was dried over anhydrous magnesium sulfate and c...